Dataset: the Open Reaction Database (ORD), a public repository of structured organic reaction records. Task: describe an organic reaction: reactants, conditions, products, and yield Starting materials: aqueous solution, Cl (HCl), CNC(=O)C1=CN=C(S1)NC(OC(C)(C)C)=O (tert-Butyl 5-(methylcarbamoyl)thiazol-2-ylcarbamate), C(=O)(C(F)(F)F)O (TFA), C(=O)(C(F)(F)F)O (TFA). Run in O (water). Run at time 1.5 hour. The product is NC=1SC(=CN1)C(=O)NC (2-amino-N-methylthiazole-5-carboxamide). Yield: 159.0%. Reaction SMILES: [CH3:1][NH:2][C:3]([C:5]1[S:9][C:8]([NH:10]C(=O)OC(C)(C)C)=[N:7][CH:6]=1)=[O:4].C(O)(C(F)(F)F)=O.Cl>O>[NH2:10][C:8]1[S:9][C:5]([C:3]([NH:2][CH3:1])=[O:4])=[CH:6][N:7]=1. Reported procedure: tert-Butyl 5-(methylcarbamoyl)thiazol-2-ylcarbamate (0.77 g, 3.0 mmol) was added to TFA (1.5 mL) that was cooled in a water bath. The solution obtained was stirred at room temperature for 1.5 h. A second batch of TFA (1.5 mL) was added and the reaction mixture was stirred at 40° C. for 30 min and then concentrated in vacuo. To the residue was added 1 M aqueous solution of HCl (3.0 mL, 3.0 mmol) and deionized water (2.0 mL) and the solution concentrated under reduced pressure. Lyophilization gave... Starting materials: Cl.Cl.NC1=CC=C(C(=N)N)C=C1 (4-aminobenzamidine dihydrochloride), C1(CCC(=O)O1)=O (succinic anhydride), CN(C=O)C (N,N-dimethylformamide). Solvent: N1=CC=CC=C1 (pyridine). The product is NN=CC1=CC=C(C=C1)NC(CCC(=O)O)=O (4-[[4-(aminoiminomethyl)phenyl]amino]-4-oxobutanoic acid). As a reaction SMILES: Cl.Cl.[NH2:3][C:4]1[CH:12]=[CH:11][C:7]([C:8]([NH2:10])=N)=[CH:6][CH:5]=1.[C:13]1(=[O:19])[O:18][C:16](=[O:17])[CH2:15][CH2:14]1.C[N:21](C)C=O>N1C=CC=CC=1>[NH2:21][N:10]=[CH:8][C:7]1[CH:6]=[CH:5][C:4]([NH:3][C:13](=[O:19])[CH2:14][CH2:15][C:16]([OH:18])=[O:17])=[CH:12][CH:11]=1 |f:0.1.2|. Procedure details: Treatment of 4-aminobenzamidine dihydrochloride, which is commercially available, with succinic anhydride in the presence of N,N-dimethylformamide and pyridine gives 4-[[4-(aminoiminomethyl)phenyl]amino]-4-oxobutanoic acid, as a mixture of the zwitterion and the hydrochloride. The product is isolated from the crude reaction mixture by the addition of conc HCl in acetone followed by additional acetone. Filtration and treatment with aqueous HCl gives 4-[[4-(aminoiminomethyl)phenyl]-amino]-4-oxobut... The reactants are BrC1=C(C=C(C(=C1)OC(C)C)[N+](=O)[O-])C (1-bromo-5-isopropoxy-2-methyl-4-nitrobenzene), N1=CC=C(C=C1)B(O)O (pyridine-4-boronic acid), C1(CCCCC1)P(C1=C(C=CC=C1)C1=C(C=CC=C1OC)OC)C1CCCCC1 (2-dicyclohexylphosphino-2′,6′-dimethoxybiphenyl), P(=O)([O-])([O-])[O-].[K+].[K+].[K+] (potassium phosphate). Reagents/catalysts: C=1C=CC(=CC1)/C=C/C(=O)/C=C/C2=CC=CC=C2.C=1C=CC(=CC1)/C=C/C(=O)/C=C/C2=CC=CC=C2.C=1C=CC(=CC1)/C=C/C(=O)/C=C/C2=CC=CC=C2.[Pd].[Pd] (tris(dibenzylidene-acetone)dipalladium (0)). The solvent is O (water), O1CCOCC1 (dioxane). Reaction conditions: temperature 120 celsius. The product is C(C)(C)OC=1C(=CC(=C(C1)C1=CC=NC=C1)C)[N+](=O)[O-] (4-(5-isopropoxy-2-methyl-4-nitrophenyl)pyridine). RXN SMILES: Br[C:2]1[CH:7]=[C:6]([O:8][CH:9]([CH3:11])[CH3:10])[C:5]([N+:12]([O-:14])=[O:13])=[CH:4][C:3]=1[CH3:15].[N:16]1[CH:21]=[CH:20][C:19](B(O)O)=[CH:18][CH:17]=1.C1(P(C2CCCCC2)C2C=CC=CC=2C2C(OC)=CC=CC=2OC)CCCCC1.P([O-])([O-])([O-])=O.[K+].[K+].[K+]>C1C=CC(/C=C/C(/C=C/C2C=CC=CC=2)=O)=CC=1.C1C=CC(/C=C/C(/C=C/C2C=CC=CC=2)=O)=CC=1.C1C=CC(/C=C/C(/C=C/C2C=CC=CC=2)=O)=CC=1.[Pd].[Pd].O.O1CCOCC1>[CH:9]([O:8][C:6]1[C:5]([N+:12]([O-:14])=[O:13])=[CH:4][C:3]([CH3:15])=[C:2]([C:19]2[CH:20]=[CH:21][N:16]=[CH:17][CH:18]=2)[CH:7]=1)([CH3:11])[CH3:10] |f:3.4.5.6,7.8.9.10.11|. Procedure details: To a mixture of 1-bromo-5-isopropoxy-2-methyl-4-nitrobenzene (Step 2, Ig, 3.65 mmol), pyridine-4-boronic acid (490 mg, 4 mmol), 2-dicyclohexylphosphino-2′,6′-dimethoxybiphenyl (300 mg, 0.73 mmol) and potassium phosphate (1.55 g, 7.3 mmol) in mixed solvent of dioxane (15 mL) and water (7.5 mL) was added tris(dibenzylidene-acetone)dipalladium (0) (334 mg, 0.36 mmol). This mixture was sealed and purged with nitrogen for 3 minutes and then heated at 120° C. for 5 hours. The mixture was cooled to roo... Reactants: O(C1=CC=CC=C1)CC(=O)NC1C(N(C1)C(C(=O)OC(C1=CC=CC=C1)C1=CC=CC=C1)=C(COC)C)=O (Benzhydryl 2-(3-phenoxyacetamido-2-oxoazetidin-1-yl)-3-methyl-4-methoxy-2-butenoate), CCCCCC (hexane). Run in C1(=CC=CC=C1)OC (anisole), FC(C(=O)O)(F)F (trifluoracetic acid). Conditions: time 30 minute. Product: O(C1=CC=CC=C1)CC(=O)NC1C(N(C1)C(C(=O)O)=C(COC)C)=O (2-(3-Phenoxyacetamido-2-oxoazetidin-1-yl)-3-methyl-4-methoxy-2-butenoic acid). Yield: 39.1%. RXN SMILES: [O:1]([CH2:8][C:9]([NH:11][CH:12]1[CH2:15][N:14]([C:16](=[C:33]([CH3:37])[CH2:34][O:35][CH3:36])[C:17]([O:19]C(C2C=CC=CC=2)C2C=CC=CC=2)=[O:18])[C:13]1=[O:38])=[O:10])[C:2]1[CH:7]=[CH:6][CH:5]=[CH:4][CH:3]=1.CCCCCC>C1(OC)C=CC=CC=1.FC(F)(F)C(O)=O>[O:1]([CH2:8][C:9]([NH:11][CH:12]1[CH2:15][N:14]([C:16](=[C:33]([CH3:37])[CH2:34][O:35][CH3:36])[C:17]([OH:19])=[O:18])[C:13]1=[O:38])=[O:10])[C:2]1[CH:3]=[CH:4][CH:5]=[CH:6][CH:7]=1. Procedure: Benzhydryl 2-(3-phenoxyacetamido-2-oxoazetidin-1-yl)-3-methyl-4-methoxy-2-butenoate (200 mg) was dissolved in 1 ml of 1:1 mixture of anisole and trifluoracetic acid at 0°. After 30 min. at 0°, 50 ml of hexane was added and the solvents were removed under reduced pressure. The residue thereby obtained was washed thoroughly with ether and dried. A total of 53 mg of the title product was isolated: nmr (CDCl3) δ 2.07 (s, 3, CH3), 3.33 (s, 3, --OCH3), 4.33 (s, 2, --CH2OCH3), 3.77 (m, 2, C4 --H), 5.00... Starting materials: Brc1cccc2nccn12, CCCC[Sn](CCCC)(CCCC)c1nc(N2CCOCC2)c2nc(CN3CCC(C(C)(C)O)CC3)n(C)c2n1, [Cu+], C1COCCO1, c1ccc(P(c2ccccc2)(c2ccccc2)[Pd](P(c2ccccc2)(c2ccccc2)c2ccccc2)(P(c2ccccc2)(c2ccccc2)c2ccccc2)P(c2ccccc2)(c2ccccc2)c2ccccc2)cc1, O=C([O-])c1cccs1. Yields the product Cn1c(CN2CCC(C(C)(C)O)CC2)nc2c(N3CCOCC3)nc(-c3cccc4nccn34)nc21. Reaction SMILES: [Br:41][c:42]1[cH:43][cH:44][cH:45][c:46]2[n:47]1[cH:48][cH:49][n:50]2.[CH3:1][n:2]1[c:3]2[n:4][c:5]([Sn:28]([CH2:29][CH2:30][CH2:31][CH3:32])([CH2:33][CH2:34][CH2:35][CH3:36])[CH2:37][CH2:38][CH2:39][CH3:40])[n:6][c:7]([N:22]3[CH2:23][CH2:24][O:25][CH2:26][CH2:27]3)[c:8]2[n:9][c:10]1[CH2:11][N:12]1[CH2:13][CH2:14][CH:15]([C:18]([CH3:19])([CH3:20])[OH:21])[CH2:16][CH2:17]1.[Cu+:65].[O:51]1[CH2:52][CH2:53][O:54][CH2:55][CH2:56]1.[cH:66]1[cH:67][cH:68][c:69]([P:70]([Pd:71]([P:72]([c:73]2[cH:74][cH:75][cH:76][cH:77][cH:78]2)([c:79]2[cH:80][cH:81][cH:82][cH:83][cH:84]2)[c:85]2[cH:86][cH:87][cH:88][cH:89][cH:90]2)([P:91]([c:92]2[cH:93][cH:94][cH:95][cH:96][cH:97]2)([c:98]2[cH:99][cH:100][cH:101][cH:102][cH:103]2)[c:104]2[cH:105][cH:106][cH:107][cH:108][cH:109]2)[P:110]([c:111]2[cH:112][cH:113][cH:114][cH:115][cH:116]2)([c:117]2[cH:118][cH:119][cH:120][cH:121][cH:122]2)[c:123]2[cH:124][cH:125][cH:126][cH:127][cH:128]2)([c:129]2[cH:130][cH:131][cH:132][cH:133][cH:134]2)[c:135]2[cH:136][cH:137][cH:138][cH:139][cH:140]2)[cH:141][cH:142]1.[s:57]1[cH:58][cH:59][cH:60][c:61]1[C:62]([O-:63])=[O:64]>>[CH3:1][n:2]1[c:3]2[n:4][c:5](-[c:42]3[cH:43][cH:44][cH:45][c:46]4[n:47]3[cH:48][cH:49][n:50]4)[n:6][c:7]([N:22]3[CH2:23][CH2:24][O:25][CH2:26][CH2:27]3)[c:8]2[n:9][c:10]1[CH2:11][N:12]1[CH2:13][CH2:14][CH:15]([C:18]([CH3:19])([CH3:20])[OH:21])[CH2:16][CH2:17]1. The reactants are OC1=CC=C(C=C1)C1=CC=[N+](C=C1)[O-] (4-(4-hydroxyphenyl)pyridine 1-oxide), C([O-])([O-])=O.[K+].[K+] (potassium carbonate), Cl.ClCCCN1CCCCC1 (1-(3-chloropropyl)piperidine, hydrochloride). Run in CN(C=O)C (N,N-dimethylformamide). The product is N1(CCCCC1)CCCOC1=CC=C(C=C1)C1=CC=[N+](C=C1)[O-] (4-[4-(3-piperidino-propoxy)phenyl]pyridine 1-oxide). RXN SMILES: [OH:1][C:2]1[CH:7]=[CH:6][C:5]([C:8]2[CH:13]=[CH:12][N+:11]([O-:14])=[CH:10][CH:9]=2)=[CH:4][CH:3]=1.C(=O)([O-])[O-].[K+].[K+].Cl.Cl[CH2:23][CH2:24][CH2:25][N:26]1[CH2:31][CH2:30][CH2:29][CH2:28][CH2:27]1>CN(C)C=O>[N:26]1([CH2:25][CH2:24][CH2:23][O:1][C:2]2[CH:3]=[CH:4][C:5]([C:8]3[CH:13]=[CH:12][N+:11]([O-:14])=[CH:10][CH:9]=3)=[CH:6][CH:7]=2)[CH2:31][CH2:30][CH2:29][CH2:28][CH2:27]1 |f:1.2.3,4.5|. Procedure details: A A mixture of 4-(4-hydroxyphenyl)pyridine 1-oxide (250 mg), potassium carbonate (560 mg) and 1-(3-chloropropyl)piperidine, hydrochloride in N,N-dimethylformamide (10 mL) is heated at a temperature close to 65° C. overnight, then cooled back to room temperature and filtered. The filtrate is concentrated under reduced pressure and the residue purified by chromatography over silica gel (eluent dichloromethane/methanol from 100/0 to 90/10). Fraction containing the compound are pooled and concentrat... Starting materials: ClC=1C=C(C(=O)O)C=CC1 (3-chlorobenzoic acid), C1(=CC=CC=C1)B(O)O (phenylboronic acid), C(=O)([O-])[O-].[K+].[K+] (K2CO3). Reagents/catalysts: [Pd] (Pd), [Pd] (Pd), CC(=O)[O-].CC(=O)[O-].[Pd+2] (Pd(OAc)2), C1(CCCCC1)P(C1=C(C=CC=C1)C1=C(C(=CC=C1OC)S(=O)(=O)[O-])OC)C1CCCCC1.[Na+] (sodium 2-dicyclohexylphosphino-2′,6′-dimethoxybiphenyl-3′-sulfonate). Solvent: O (water), O (water). Product: C1(=CC(=CC=C1)C(=O)O)C1=CC=CC=C1 (biphenyl-3-carboxylic acid). The yield is 96.9%. RXN SMILES: Cl[C:2]1[CH:3]=[C:4]([CH:8]=[CH:9][CH:10]=1)[C:5]([OH:7])=[O:6].[C:11]1(B(O)O)[CH:16]=[CH:15][CH:14]=[CH:13][CH:12]=1.C([O-])([O-])=O.[K+].[K+]>O.[Pd].CC([O-])=O.CC([O-])=O.[Pd+2].C1(P(C2CCCCC2)C2C=CC=CC=2C2C(OC)=CC=C(S([O-])(=O)=O)C=2OC)CCCCC1.[Na+]>[C:2]1([C:11]2[CH:16]=[CH:15][CH:14]=[CH:13][CH:12]=2)[CH:10]=[CH:9][CH:8]=[C:4]([C:5]([OH:7])=[O:6])[CH:3]=1 |f:2.3.4,7.8.9,10.11|. Reported procedure: Using 0.1 mol % Pd and microwave irradiation. The general procedure described in Example 3 was used with 3-chlorobenzoic acid (157 mg, 1.00 mmol), phenylboronic acid (145 mg, 1.20 mmol), K2CO3 (345 mg, 2.50 mmol), water (1.5 mL), Pd/L solution (0.200 mL of a Pd(OAc)2 (1.1 mg, 0.005 mmol, 0.5 mol %), sodium 2-dicyclohexylphosphino-2′,6′-dimethoxybiphenyl-3′-sulfonate (5.0 mg, 0.010 mmol, 1 mol %) solution in 1.0 mL water), 10 min, 150° C. (microwave irradiation with cooling). The product was isol...